Dataset: the Open Reaction Database (ORD), a public repository of structured organic reaction records. Task: describe an organic reaction: reactants, conditions, products, and yield Starting materials: CCO, COc1ccc2c(c1)CCC2=O, CCCC=O, [H][H], [K+], [OH-]. Yields the product CCCCC1Cc2cc(OC)ccc2C1=O. RXN SMILES: [CH3:22][CH2:23][OH:24].[CH3:3][O:4][c:5]1[cH:6][c:7]2[c:11]([cH:12][cH:13]1)[C:10](=[O:14])[CH2:9][CH2:8]2.[CH:15]([CH2:16][CH2:17][CH3:18])=[O:19].[H:20][H:21].[K+:2].[OH-:1]>>[CH3:3][O:4][c:5]1[cH:6][c:7]2[c:11]([cH:12][cH:13]1)[C:10](=[O:14])[CH:9]([CH2:15][CH2:16][CH2:17][CH3:18])[CH2:8]2. Starting materials: CO, [Cl-], Cc1ccc([N+](=O)[O-])cc1C(=O)c1ccc(Nc2ccc(F)cc2F)cc1Cl, [NH4+]. Yields the product Cc1ccc(N)cc1C(=O)c1ccc(Nc2ccc(F)cc2F)cc1Cl. Reaction SMILES: [CH3:31][OH:32].[Cl-:29].[Cl:1][c:2]1[c:3]([C:17](=[O:18])[c:19]2[c:20]([CH3:28])[cH:21][cH:22][c:23]([N+:25]([O-:26])=[O:27])[cH:24]2)[cH:4][cH:5][c:6]([NH:8][c:9]2[c:10]([F:16])[cH:11][c:12]([F:15])[cH:13][cH:14]2)[cH:7]1.[NH4+:30]>>[Cl:1][c:2]1[c:3]([C:17](=[O:18])[c:19]2[c:20]([CH3:28])[cH:21][cH:22][c:23]([NH2:25])[cH:24]2)[cH:4][cH:5][c:6]([NH:8][c:9]2[c:10]([F:16])[cH:11][c:12]([F:15])[cH:13][cH:14]2)[cH:7]1. Starting materials: ICCCC#C (5-iodo-pent-1-yne), N1CCOCC1 (morpholine). Solvent: CCOCC (Et2O). Run at temperature 80 celsius. Product: C(CCC#C)N1CCOCC1 (4-Pent-4-ynyl-morpholine). Reaction SMILES: I[CH2:2][CH2:3][CH2:4][C:5]#[CH:6].[NH:7]1[CH2:12][CH2:11][O:10][CH2:9][CH2:8]1>CCOCC>[CH2:2]([N:7]1[CH2:12][CH2:11][O:10][CH2:9][CH2:8]1)[CH2:3][CH2:4][C:5]#[CH:6]. Reported procedure: A mixture of 5-iodo-pent-1-yne (2.40 g, 12.3 mmol) and morpholine (2.70 g, 30.9 mmol) was heated to 80° C. for 15 min. The mixture was diluted with Et2O and filtered. The solid residue was discarded, and the mother liquor was extracted with 3N HCl. The aqueous layer was made basic with NaOH, and back-extracted into EtOAc. Drying (Na2SO4), and concentration gave the title compound as a pale orange oil. 1H NMR (CDCl3) δ 3.67 (t, 4H), 2.39 (m, 6H), 2.21 (td, 2H), 1.93 (t, 1H), 1.67 (quint., 2H). Reactants: Cl (hydrochloric acid), CC1=C(N=C(O1)C1=CC=CC=C1)COC1=CC=C(CN2N=CC(=C2)/C=C/C(=O)OCC)C=C1 (ethyl(E)-3-[1-[4-(5-methyl-2-phenyl-4-oxazolylmethoxy)benzyl]-1H-pyrazole-4-yl]propenoate), [OH-].[Na+] (sodium hydroxide), C(C)O (ethanol). Solvent: O1CCCC1 (tetrahydrofuran). Run at temperature 40 celsius, time 3 hour. Yields the product CC1=C(N=C(O1)C1=CC=CC=C1)COC1=CC=C(CN2N=CC(=C2)/C=C/C(=O)O)C=C1 ((E)-3-[1-[4-(5-methyl-2-phenyl-4-oxazolylmethoxy)benzyl]-1H-pyrazol-4-yl]propenoic acid). Isolated yield 80.9%. RXN SMILES: [CH3:1][C:2]1[O:6][C:5]([C:7]2[CH:12]=[CH:11][CH:10]=[CH:9][CH:8]=2)=[N:4][C:3]=1[CH2:13][O:14][C:15]1[CH:33]=[CH:32][C:18]([CH2:19][N:20]2[CH:24]=[C:23](/[CH:25]=[CH:26]/[C:27]([O:29]CC)=[O:28])[CH:22]=[N:21]2)=[CH:17][CH:16]=1.[OH-].[Na+].C(O)C.Cl>O1CCCC1>[CH3:1][C:2]1[O:6][C:5]([C:7]2[CH:8]=[CH:9][CH:10]=[CH:11][CH:12]=2)=[N:4][C:3]=1[CH2:13][O:14][C:15]1[CH:33]=[CH:32][C:18]([CH2:19][N:20]2[CH:24]=[C:23](/[CH:25]=[CH:26]/[C:27]([OH:29])=[O:28])[CH:22]=[N:21]2)=[CH:17][CH:16]=1 |f:1.2|. Procedure: A mixture of ethyl(E)-3-[1-[4-(5-methyl-2-phenyl-4-oxazolylmethoxy)benzyl]-1H-pyrazole-4-yl]propenoate (887 mg), 1 N aqueous sodium hydroxide solution (4 ml), ethanol (8 ml), and tetrahydrofuran (8 ml) was stirred at 40° C. for 3 hours. After the reaction mixture was acidified with 1 N hydrochloric acid, the obtained crystals were collected by filtration, and (E)-3-[1-[4-(5-methyl-2-phenyl-4-oxazolylmethoxy)benzyl]-1H-pyrazol-4-yl]propenoic acid (672 mg, yield: 81%) was obtained. This was recrys... Starting materials: FC(C(=O)O)(F)F.ClC=1C=CC(=NC1)NC(C1=C(C=CC=C1)NC(=O)C1CCNCC1)=O (N-(5-chloropyridin-2-yl)-2-[(piperidin-4-ylcarbonyl)amino]benzamide trifluoroacetate), N1=CC=C(C=C1)C=O (4-pyridinecarboxaldehyde), C(C)(=O)O (acetic acid), C(#N)[BH3-].[Na+] (sodium cyanoborohydride). Solvent: CO (methanol), CO (methanol), C(C)(=O)O.CO (acetic acid methanol). Conditions: time 15 hour. The product is ClC=1C=CC(=NC1)NC(C1=C(C=CC=C1)NC(=O)C1CCN(CC1)CC1=CC=NC=C1)=O (N-(5-Chloropyridin-2-yl)-2-[[1-(4-pyridinylmethyl)piperidin-4-ylcarbonyl]amino]benzamide). Reaction SMILES: FC(F)(F)C(O)=O.[Cl:8][C:9]1[CH:10]=[CH:11][C:12]([NH:15][C:16](=[O:32])[C:17]2[CH:22]=[CH:21][CH:20]=[CH:19][C:18]=2[NH:23][C:24]([CH:26]2[CH2:31][CH2:30][NH:29][CH2:28][CH2:27]2)=[O:25])=[N:13][CH:14]=1.[N:33]1[CH:38]=[CH:37][C:36]([CH:39]=O)=[CH:35][CH:34]=1.C([BH3-])#N.[Na+].C(O)(=O)C>CO.C(O)(=O)C.CO>[Cl:8][C:9]1[CH:10]=[CH:11][C:12]([NH:15][C:16](=[O:32])[C:17]2[CH:22]=[CH:21][CH:20]=[CH:19][C:18]=2[NH:23][C:24]([CH:26]2[CH2:31][CH2:30][N:29]([CH2:39][C:36]3[CH:37]=[CH:38][N:33]=[CH:34][CH:35]=3)[CH2:28][CH2:27]2)=[O:25])=[N:13][CH:14]=1 |f:0.1,3.4,7.8|. Procedure: To a solution of N-(5-chloropyridin-2-yl)-2-[(piperidin-4-ylcarbonyl)amino]benzamide trifluoroacetate (25 mg, 0.053 mmol) in methanol (0.5 mL) was added 4-pyridinecarboxaldehyde (17.1 mg, 0.16 mmol) followed by a solution of sodium cyanoborohydride (7 mg, 0.106 mmol) in 7.5% acetic acid/methanol (1 mL). After shaking for 15 h, the solution was loaded onto an SCX column, which was pretreated with a solution of 5% acetic acid in methanol. The column was washed once with methanol and eluted with 2 ... Reactants: S(O)(O)(=O)=O (sulfuric acid), CC=1C=CC(=NC1)C#N (5-methylpyridine-2-carbonitrile), C(C)O (ethanol), S(O)(O)(=O)=O (sulfuric acid), C(O)([O-])=O.[Na+] (sodium hydrogencarbonate). The product is CC=1C=CC(=NC1)C(=O)OCC (Ethyl 5-methylpyridine-2-carboxylate). As a reaction SMILES: S(=O)(=O)(O)O.[CH3:6][C:7]1[CH:8]=[CH:9][C:10]([C:13]#N)=[N:11][CH:12]=1.C(=O)([O-])[OH:16].[Na+].[CH2:20]([OH:22])[CH3:21]>>[CH3:6][C:7]1[CH:8]=[CH:9][C:10]([C:13]([O:22][CH2:20][CH3:21])=[O:16])=[N:11][CH:12]=1 |f:2.3|. Reported procedure: 200 ml of ethanol and 100 ml (1.88 mol) of concentrated sulfuric acid were added to 55.5 g of 5-methylpyridine-2-carbonitrile to form a homogeneous solution, followed by heating under reflux for 2 days. The reaction liquid was gradually poured into a saturated aqueous solution of sodium hydrogencarbonate under cooling with ice to neutralize the sulfuric acid, followed by extraction with dichloromethane. The organic layer was washed with a saturated aqueous solution of common salt and dried over ... Reactants: COC(=O)C1CN(C(C1)=O)C1=CC=C(C=C1)O ((RS)-1-(4-hydroxyphenyl)-5-oxo-pyrrolidine-3-carboxylic acid methyl ester), COC1=C(CBr)C=CC=C1 (2-methoxybenzylbromide), COC(=O)C1CN(C(C1)=O)C1=CC=C(C=C1)OCC1=C(C=CC=C1)OC ((RS)-1-[4-(2-methoxy-benzyloxy)-phenyl]-5-oxo-pyrrolidine-3-carboxylic acid methyl ester). Solvent: C(C)O (ethanol). Yields the product CN (methylamine), CNC(=O)C1CN(C(C1)=O)C1=CC=C(C=C1)OCC1=C(C=CC=C1)OC ((RS)-1-[4-(2-methoxybenzyloxy)-phenyl]-5-oxo-pyrrolidine-3-carboxylic acid methylamide). Reaction SMILES: COC(C1CC(=O)[N:7](C2C=CC(O)=CC=2)[CH2:6]1)=O.COC1C=CC=CC=1CBr.C[O:29][C:30]([CH:32]1[CH2:36][C:35](=[O:37])[N:34]([C:38]2[CH:43]=[CH:42][C:41]([O:44][CH2:45][C:46]3[CH:51]=[CH:50][CH:49]=[CH:48][C:47]=3[O:52][CH3:53])=[CH:40][CH:39]=2)[CH2:33]1)=O>C(O)C>[CH3:6][NH2:7].[CH3:6][NH:7][C:30]([CH:32]1[CH2:36][C:35](=[O:37])[N:34]([C:38]2[CH:43]=[CH:42][C:41]([O:44][CH2:45][C:46]3[CH:51]=[CH:50][CH:49]=[CH:48][C:47]=3[O:52][CH3:53])=[CH:40][CH:39]=2)[CH2:33]1)=[O:29]. Procedure details: The title compound is prepared by alkylation of the (RS)-1-(4-hydroxyphenyl)-5-oxo-pyrrolidine-3-carboxylic acid methyl ester with 2-methoxybenzylbromide giving the (RS)-1-[4-(2-methoxy-benzyloxy)-phenyl]-5-oxo-pyrrolidine-3-carboxylic acid methyl ester as a light yellow oil [83% of theory, MS:m/e=355 (M+H)+ which, thereupon, by treatment with methylamine in ethanol at 80° C. yields the (RS)-1-[4-(2-methoxybenzyloxy)-phenyl]-5-oxo-pyrrolidine-3-carboxylic acid methylamide. Yield: 47% of theory a... Starting materials: [BH4-], CCO, [Na+], O=C1c2ccccc2OCc2ncccc21. The product is OC1c2ccccc2OCc2ncccc21. As a reaction SMILES: [BH4-:17].[CH3:19][CH2:20][OH:21].[Na+:18].[O:1]=[C:2]1[c:3]2[c:4]([cH:13][cH:14][cH:15][cH:16]2)[O:5][CH2:6][c:7]2[n:8][cH:9][cH:10][cH:11][c:12]21>>[OH:1][CH:2]1[c:3]2[c:4]([cH:13][cH:14][cH:15][cH:16]2)[O:5][CH2:6][c:7]2[n:8][cH:9][cH:10][cH:11][c:12]21. Reactants: B, CO, ClCCl, COCCC1CN(C2=Nc3ccccc3Nc3sc(C(F)(F)F)nc32)CCN1C(=O)CF, NCCN, C1CCOC1, C1CCOC1, O. The product is COCCC1CN(C2=Nc3ccccc3Nc3sc(C(F)(F)F)nc32)CCN1CCF. Reaction SMILES: [BH3:6].[CH3:39][OH:40].[Cl:51][CH2:52][Cl:53].[F:7][CH2:8][C:9](=[O:10])[N:11]1[CH:12]([CH2:35][CH2:36][O:37][CH3:38])[CH2:13][N:14]([C:17]2=[N:18][c:19]3[c:20]([cH:31][cH:32][cH:33][cH:34]3)[NH:21][c:22]3[s:23][c:24]([C:27]([F:28])([F:29])[F:30])[n:25][c:26]32)[CH2:15][CH2:16]1.[NH2:41][CH2:42][CH2:43][NH2:44].[O:1]1[CH2:2][CH2:3][CH2:4][CH2:5]1.[O:45]1[CH2:46][CH2:47][CH2:48][CH2:49]1.[OH2:50]>>[F:7][CH2:8][CH2:9][N:11]1[CH:12]([CH2:35][CH2:36][O:37][CH3:38])[CH2:13][N:14]([C:17]2=[N:18][c:19]3[c:20]([cH:31][cH:32][cH:33][cH:34]3)[NH:21][c:22]3[s:23][c:24]([C:27]([F:28])([F:29])[F:30])[n:25][c:26]32)[CH2:15][CH2:16]1. Starting materials: NC1=CC(=C(C=C1)C)C (3,4-xylidine), C(C)C(=O)CC (diethyl ketone). Reagents/catalysts: [Pt] (platinum on carbon). The solvent is C(C)(=O)O (acetic acid). Run at temperature 60 celsius, time 0.9 hour. The product is CCC(CC)NC1=CC(=C(C=C1)C)C (N-3-pentyl-3,4-xylidine). Isolated yield 72.2%. RXN SMILES: [NH2:1][C:2]1[CH:7]=[CH:6][C:5]([CH3:8])=[C:4]([CH3:9])[CH:3]=1.[CH2:10]([C:12]([CH2:14][CH3:15])=O)[CH3:11]>[Pt].C(O)(=O)C>[CH3:11][CH2:10][CH:12]([NH:1][C:2]1[CH:7]=[CH:6][C:5]([CH3:8])=[C:4]([CH3:9])[CH:3]=1)[CH2:14][CH3:15]. Reported procedure: Amounts of 24.2 g (0.20 mole) of 3,4-xylidine 38.4 g (0.44 mole) of diethyl ketone, 1.2 g of 5% platinum on carbon, and 0.26 g (2 mole %) of glacial acetic acid were charged to an autoclave and the autoclave was sealed, evacuated, purged with hydrogen and then pressurized with hydrogen to 50 psi. The temperature of the autoclave was raised to 60° C. and held at 60°-68° C. for 0.9 hours (very little, if any, hydrogen was being absorbed at this point). The autoclave was vented and the product filt...